Dataset: the Open Reaction Database (ORD), a public repository of structured organic reaction records. Task: describe an organic reaction: reactants, conditions, products, and yield Starting materials: O, O=C(O)C(F)(F)F, O=C(O)NS(=O)(=O)c1ccc(-c2c(-c3ccccc3)noc2CC(=O)C(F)(F)F)cc1. The product is NS(=O)(=O)c1ccc(-c2c(-c3ccccc3)noc2CC(=O)C(F)(F)F)cc1. Reaction SMILES: [OH2:39].[OH:32][C:33]([C:34]([F:35])([F:36])[F:37])=[O:38].[c:1]1(-[c:7]2[n:8][o:9][c:10]([CH2:25][C:26]([C:27]([F:28])([F:29])[F:30])=[O:31])[c:11]2-[c:12]2[cH:13][cH:14][c:15]([S:18](=[O:19])(=[O:20])[NH:21][C:22](=[O:23])[OH:24])[cH:16][cH:17]2)[cH:2][cH:3][cH:4][cH:5][cH:6]1>>[c:1]1(-[c:7]2[n:8][o:9][c:10]([CH2:25][C:26]([C:27]([F:28])([F:29])[F:30])=[O:31])[c:11]2-[c:12]2[cH:13][cH:14][c:15]([S:18](=[O:19])(=[O:20])[NH2:21])[cH:16][cH:17]2)[cH:2][cH:3][cH:4][cH:5][cH:6]1. The reactants are ClC=1C=C2CC(NC2=CC1)=O (5-chlorooxindole), C[Si](N[Si](C)(C)C)(C)C.[Na] (sodium hexamethyldisilazane), NC1=CC=C2COC(=O)C2=C1 (6-aminophthalide). Solvent: C(OC)COC (monoglyme), C(OC)COC (monoglyme). Run at time 8 minute. Product: NC1=CC=C2COC(C2=C1)=C1C(NC2=CC=C(C=C12)Cl)=O (3-(6-Amino-3H-isobenzofuran-1-ylidene)-5-chloro-1,3-dihydro-indol-2-one). Yield: 38.9%. RXN SMILES: [Cl:1][C:2]1[CH:3]=[C:4]2[C:8](=[CH:9][CH:10]=1)[NH:7][C:6](=[O:11])[CH2:5]2.C[Si](C)(C)N[Si](C)(C)C.[Na].[NH2:22][C:23]1[CH:32]=[C:31]2[C:26]([CH2:27][O:28][C:29]2=O)=[CH:25][CH:24]=1>C(COC)OC>[NH2:22][C:23]1[CH:32]=[C:31]2[C:26]([CH2:27][O:28][C:29]2=[C:5]2[C:4]3[C:8](=[CH:9][CH:10]=[C:2]([Cl:1])[CH:3]=3)[NH:7][C:6]2=[O:11])=[CH:25][CH:24]=1 |f:1.2,^1:20|. Procedure: To a solution of 5-chlorooxindole (0.629 g, 3.78 mmol) in 10.0 mL monoglyme was added 7.51 mL sodium hexamethyldisilazane (1.0 M in THF) over 3 min. After stirring at room temperature for 8 min, a slurry of 6-aminophthalide (0.561 g, 3.78 mmol) in 4.0 mL of monoglyme was added in one portion. The mixture was stirred for 40 min and then quenched into 100 mL of 4% aqueous HCl solution. The yellow solid was filtered and then partitioned between EtOAc and saturated NaHCO3 (heated to dissolve the sol... The reactants are C1CCC2=NCCCN2CC1 (DBU), NCCC=1C=C(C=CC1)C(CNS(=O)(=O)C(C)C)C ({2-[3-(2-Aminoethyl)phenyl]propyl}[(methylethyl)sulfonyl]amine), C(C)(C)S(=O)(=O)Cl (isopropylsulfonyl chloride). Yields the product final title compound, CC(C)S(=O)(=O)NCC(C)C1=CC(=CC=C1)CCNS(=O)(=O)C(C)C ([(methylethyl)sulfonyl]{2-[3-(2-{[(methylethyl)sulfonyl]amino}ethyl)phenyl]propyl}amine). Isolated yield 54.0%. As a reaction SMILES: [NH2:1][CH2:2][CH2:3][C:4]1[CH:5]=[C:6]([CH:10]([CH3:19])[CH2:11][NH:12][S:13]([CH:16]([CH3:18])[CH3:17])(=[O:15])=[O:14])[CH:7]=[CH:8][CH:9]=1.[CH:20]([S:23](Cl)(=[O:25])=[O:24])([CH3:22])[CH3:21].C1CCN2C(=NCCC2)CC1>>[CH3:17][CH:16]([S:13]([NH:12][CH2:11][CH:10]([C:6]1[CH:7]=[CH:8][CH:9]=[C:4]([CH2:3][CH2:2][NH:1][S:23]([CH:20]([CH3:22])[CH3:21])(=[O:25])=[O:24])[CH:5]=1)[CH3:19])(=[O:15])=[O:14])[CH3:18]. Procedure: Scheme Va, step C: {2-[3-(2-Aminoethyl)phenyl]propyl}[(methylethyl)sulfonyl]amine (0.57 g, 2 mmol), isopropylsulfonyl chloride (0.24 mL, 2.1 mmol) and DBU (0.33 mL, 2.2 mmol) were combined and sulfonylation was carried out in a manner analogous to the procedure described in example 2 to provide the final title compound, [(methylethyl)sulfonyl]{2-[3-(2-{[(methylethyl)sulfonyl]amino}ethyl)phenyl]propyl}amine, (0.422 g, 54%) as a white crystalline solid. Electron spray M.S. 391 (M*+H). Analysis for... The reactants are OC1=NC2=C(C(=CC=C2C(=N1)N(C(=O)OCC)N)C)C (ethyl 2-hydroxy-7,8-dimethylquinazoline-4-yl-carbazate), ice water, CN(C=O)C (dimethylformamide). The product is CC1=C(C=CC=2C=3N(C(NC12)=O)C(NN3)=O)C (7,8-Dimethyl-2,3,5,6-tetrahydro-1,2,4-triazolo[4,3-c]quinazoline-3,5-dione). As a reaction SMILES: [OH:1][C:2]1[N:11]=[C:10]([N:12]([NH2:18])C(OCC)=O)[C:9]2[C:4](=[C:5]([CH3:20])[C:6]([CH3:19])=[CH:7][CH:8]=2)[N:3]=1.CN(C)[CH:23]=[O:24]>>[CH3:20][C:5]1[C:4]2[NH:3][C:2](=[O:1])[N:11]3[C:23](=[O:24])[NH:18][N:12]=[C:10]3[C:9]=2[CH:8]=[CH:7][C:6]=1[CH3:19]. Procedure details: 3.88 g (0.012 mol) of ethyl 2-hydroxy-7,8-dimethylquinazoline-4-yl-carbazate in 220 ml of dimethylformamide were boiled under reflux for 2 hrs. The reaction mixture was cooled to room temperature and then poured on to ice-water. The precipitate was filtered off and dried in a vacuum. There were obtained white crystals which were recrystallized from dimethylformamide. Yield: 1.62 g (50%) of 7,8-dimethyl-2,3,5,6-tetrahydro-1,2,4-triazolo[4,3-c]quinazoline-3,5-dione as yellowish crystals; m.p. 380°... Starting materials: IC=1C=CC(=C(C=O)C1)C (5-iodo-2-methylbenzaldehyde), N1N=NC=C1 (1H-1,2,3-triazole). The product is CC1=C(C=O)C=C(C=C1)N1N=CC=N1 (2-methyl-5-(2H-1,2,3-triazol-2-yl)benzaldehyde). Reaction SMILES: I[C:2]1[CH:3]=[CH:4][C:5]([CH3:10])=[C:6]([CH:9]=1)[CH:7]=[O:8].[NH:11]1[CH:15]=[CH:14][N:13]=[N:12]1>>[CH3:10][C:5]1[CH:4]=[CH:3][C:2]([N:12]2[N:13]=[CH:14][CH:15]=[N:11]2)=[CH:9][C:6]=1[CH:7]=[O:8]. Procedure: The title compound was synthesized in analogy to the procedure described for building block K49 from 5-iodo-2-methylbenzaldehyde [65874-26-2] and 1H-1,2,3-triazole.